Task: describe an organic reaction: reactants, conditions, products, and yield. Dataset: the Open Reaction Database (ORD), a public repository of structured organic reaction records Starting materials: CC(C)(Oc1ccc(Br)cc1)C(=O)O, C1CCOC1, C[Mg+], Cl, [I-], N#Cc1ccccc1. Product: CC(C)(Oc1ccc(Cc2ccccc2)cc1)C(=O)O. RXN SMILES: [Br:1][c:2]1[cH:3][cH:4][c:5]([O:6][C:7]([C:8](=[O:9])[OH:10])([CH3:11])[CH3:12])[cH:13][cH:14]1.[CH2:27]1[O:28][CH2:29][CH2:30][CH2:31]1.[CH3:16][Mg+:17].[ClH:26].[I-:15].[N:18]#[C:19][c:20]1[cH:21][cH:22][cH:23][cH:24][cH:25]1>>[c:2]1([CH2:19][c:20]2[cH:21][cH:22][cH:23][cH:24][cH:25]2)[cH:3][cH:4][c:5]([O:6][C:7]([C:8](=[O:9])[OH:10])([CH3:11])[CH3:12])[cH:13][cH:14]1. Reactants: C(C)(C)(C)C=1C=C(N(N1)C1=CC(=C(C=C1)Cl)OCCOC1OCCCC1)NC(=O)N[C@H]1CC[C@H](C2=CC=CC=C12)OC=1C=CC=2N(C1)C(=NN2)N2[C@H](CCC2)C (1-(5-tert-Butyl-2-{4-chloro-3-[2-(tetrahydro-pyran-2-yloxy)-ethoxy]-phenyl}-2H-pyrazol-3-yl)-3-{(1S,4R)-4-[3-((S)-2-methyl-pyrrolidin-1-yl)-[1,2,4]triazolo[4,3-a]pyridin-6-yloxy]-1,2,3,4-tetrahydro-naphthalen-1-yl}-urea), C1(=CC=C(C=C1)S(=O)(=O)[O-])C.[NH+]1=CC=CC=C1 (pyridinium p-toluene sulphonate). Solvent: CO (MeOH), C(Cl)Cl (DCM). Product: C(C)(C)(C)C=1C=C(N(N1)C1=CC(=C(C=C1)Cl)OCCO)NC(=O)N[C@H]1CC[C@H](C2=CC=CC=C12)OC=1C=CC=2N(C1)C(=NN2)N2[C@H](CCC2)C (1-{5-tert-Butyl-2-[4-chloro-3-(2-hydroxy-ethoxy)-phenyl]-2H-pyrazol-3-yl}-3-{(1S,4R)-4-[3-((S)-2-methyl-pyrrolidin-1-yl)-[1,2,4]triazolo[4,3-a]pyridin-6-yloxy]-1,2,3,4-tetrahydro-naphthalen-1-yl}-urea). Reaction SMILES: [C:1]([C:5]1[CH:6]=[C:7]([NH:27][C:28]([NH:30][C@@H:31]2[C:40]3[C:35](=[CH:36][CH:37]=[CH:38][CH:39]=3)[C@H:34]([O:41][C:42]3[CH:43]=[CH:44][C:45]4[N:46]([C:48]([N:51]5[CH2:55][CH2:54][CH2:53][C@@H:52]5[CH3:56])=[N:49][N:50]=4)[CH:47]=3)[CH2:33][CH2:32]2)=[O:29])[N:8]([C:10]2[CH:15]=[CH:14][C:13]([Cl:16])=[C:12]([O:17][CH2:18][CH2:19][O:20]C3CCCCO3)[CH:11]=2)[N:9]=1)([CH3:4])([CH3:3])[CH3:2].C1(C)C=CC(S([O-])(=O)=O)=CC=1.[NH+]1C=CC=CC=1>CO.C(Cl)Cl>[C:1]([C:5]1[CH:6]=[C:7]([NH:27][C:28]([NH:30][C@@H:31]2[C:40]3[C:35](=[CH:36][CH:37]=[CH:38][CH:39]=3)[C@H:34]([O:41][C:42]3[CH:43]=[CH:44][C:45]4[N:46]([C:48]([N:51]5[CH2:55][CH2:54][CH2:53][C@@H:52]5[CH3:56])=[N:49][N:50]=4)[CH:47]=3)[CH2:33][CH2:32]2)=[O:29])[N:8]([C:10]2[CH:15]=[CH:14][C:13]([Cl:16])=[C:12]([O:17][CH2:18][CH2:19][OH:20])[CH:11]=2)[N:9]=1)([CH3:4])([CH3:2])[CH3:3] |f:1.2|. The yield is 75.1%. Reported procedure: A solution of Intermediate 78c (60.0 mg, 0.08 mmol) and pyridinium p-toluene sulphonate (58.0 mg, 0.23 mmol) in MeOH (1 mL) was heated at 45° C. for 18 h. The reaction mixture was cooled and diluted with DCM (5 mL). This was washed with sat. aq. NaHCO3 (2×5 mL). The organic layer was passed through a phase separator and concentrated in vacuo. The residue was purified by FCC, using 0-10% MeOH in DCM, to afford the title compound (42 mg, 78%). LCMS (Method 3): Rt: 3.47 min, m/z 699/701 [MH+]. Starting materials: ice, [H-].[Al+3].[Li+].[H-].[H-].[H-] (lithium aluminium hydride), C(C)OCC (diethyl ether), COC(C(C(=O)OC)(C)C1=CC(=CC=C1)CC(=O)OC)=O (2-(3-Methoxycarbonylmethyl-phenyl)-2-methyl-malonic acid dimethyl ester), CC(OCC)=O (EA). Run in C1CCOC1 (THF), O (water), C1CCOC1 (THF). The product is OCCC=1C=C(C=CC1)C(CO)(CO)C (2-[3-(2-Hydroxy-ethyl)-phenyl]-2-methyl-propane-1,3-diol). As a reaction SMILES: C[O:2][C:3](=O)[C:4]([C:10]1[CH:15]=[CH:14][CH:13]=[C:12]([CH2:16][C:17](OC)=[O:18])[CH:11]=1)([CH3:9])[C:5](OC)=[O:6].[H-].[Al+3].[Li+].[H-].[H-].[H-].C(OCC)C.CC(=O)OCC>C1COCC1.O>[OH:18][CH2:17][CH2:16][C:12]1[CH:11]=[C:10]([C:4]([CH3:9])([CH2:3][OH:2])[CH2:5][OH:6])[CH:15]=[CH:14][CH:13]=1 |f:1.2.3.4.5.6|. Procedure details: The compound of step 2 (0.128 g, 0.435 mmol) was dissolved in 2 ml of THF and cautiously added to an ice-cold suspension of lithium aluminium hydride (174 mg, 4.35 mmol) in THF. After a few minutes, diethyl ether (12 ml) was added and thereafter 200 μl of EA. Subsequently, water was added slowly and cautiously until the alumina salts formed a light grey mass at the bottom of the flask. The supernatant was decanted and the residue washed with EA. The combined extracts were dried over sodium sulfa... Reactants: ClC1=NC(=C2N=CN(C2=N1)C=C)NC1=CC=C(C=C1)P(=O)(C)C (2-chloro-N-(4-(dimethylphosphoryl)phenyl)-9-vinyl-9H-purin-6-amine), C1(=C(C=CC=C1)P(C1=C(C=CC=C1)C)C1=C(C=CC=C1)C)C (tri-o-tolylphosphine), IC1=C(C=CC=C1C)C (2-iodo-m-xylene), CCN(C(C)C)C(C)C (DIEA). The reagents and catalysts are CC(=O)[O-].CC(=O)[O-].[Pd+2] (Pd(OAc)2). Run in CCOC(=O)C (EtOAc). Reaction conditions: temperature 110 celsius, time 8 hour. Product: CC1=C(/C=C/N2C3=NC(=NC(=C3N=C2)NC2=CC=C(C=C2)P(=O)(C)C)Cl)C(=CC=C1)C ((E)-9-(2,6-dimethylstyryl)-2-chloro-N-(4-(dimethylphosphoryl)phenyl)-9H-purin-6-amine). As a reaction SMILES: [Cl:1][C:2]1[N:10]=[C:9]2[C:5]([N:6]=[CH:7][N:8]2[CH:11]=[CH2:12])=[C:4]([NH:13][C:14]2[CH:19]=[CH:18][C:17]([P:20]([CH3:23])([CH3:22])=[O:21])=[CH:16][CH:15]=2)[N:3]=1.C1(C)C=CC=CC=1P(C1C=CC=CC=1C)C1C=CC=CC=1C.I[C:47]1[C:52]([CH3:53])=[CH:51][CH:50]=[CH:49][C:48]=1[CH3:54].CCN(C(C)C)C(C)C>CCOC(C)=O.CC([O-])=O.CC([O-])=O.[Pd+2]>[CH3:54][C:48]1[CH:49]=[CH:50][CH:51]=[C:52]([CH3:53])[C:47]=1/[CH:12]=[CH:11]/[N:8]1[CH:7]=[N:6][C:5]2[C:9]1=[N:10][C:2]([Cl:1])=[N:3][C:4]=2[NH:13][C:14]1[CH:19]=[CH:18][C:17]([P:20]([CH3:22])([CH3:23])=[O:21])=[CH:16][CH:15]=1 |f:5.6.7|. Procedure: To an oven-dried 50 mL round-bottom flask were added 2-chloro-N-(4-(dimethylphosphoryl)phenyl)-9-vinyl-9H-purin-6-amine (0.32 g, 0.93 mmol), Pd(OAc)2 (10 mg, 0.05 mmol), tri-o-tolylphosphine (30 mg, 0.1 mmol), 2-iodo-m-xylene (0.39 g, 1.67 mmol). The mixture was flushed with Ar and then dissolved in ˜10 mL anhydrous DMF. DIEA (0.39 g, 2.79 mmol) was then added via syringe. The reaction was stirred at 110° C. overnight. The reaction was diluted with EtOAc and filtered through celite, washed with ...